This data is from the Open Reaction Database (ORD), a public repository of structured organic reaction records. The task is: describe an organic reaction: reactants, conditions, products, and yield Starting materials: C(CC)C1=C(C=CC(=C1Cl)Cl)O (2-propyl-3,4-dichlorophenol), [H-].[Na+] (Sodium hydride), O1CCCC1 (tetrahydrofuran), BrCCCCC#N (5-bromovaleronitrile). The solvent is CN(P(=O)(N(C)C)N(C)C)C (hexamethylphosphoramide), O (water), C(C)(=O)OCC (ethyl acetate). Reaction conditions: temperature 65 celsius, time 3 day. The product is C(CC)C1=C(OCCCC#N)C=CC(=C1Cl)Cl (4-(2-propyl-3,4-dichlorophenoxy)butane nitrile). Reaction SMILES: [CH2:1]([C:4]1[C:9]([Cl:10])=[C:8]([Cl:11])[CH:7]=[CH:6][C:5]=1[OH:12])[CH2:2][CH3:3].O1CCCC1.BrC[CH2:20][CH2:21][CH2:22][C:23]#[N:24].[H-].[Na+]>O.C(OCC)(=O)C.CN(C)P(N(C)C)(N(C)C)=O>[CH2:1]([C:4]1[C:9]([Cl:10])=[C:8]([Cl:11])[CH:7]=[CH:6][C:5]=1[O:12][CH2:20][CH2:21][CH2:22][C:23]#[N:24])[CH2:2][CH3:3] |f:3.4|. Reported procedure: To a solution of 37.1 g. of 2-propyl-3,4-dichlorophenol in 400 ml. of dry tetrahydrofuran and 25 ml. of hexamethylphosphoramide were added 32 ml. of 5-bromovaleronitrile. Sodium hydride (7.2 g. of a 60% dispersion in mineral oil) was added and the reaction was stirred for about three days at 65° C. The reaction mixture was cooled to room temperature and ethyl acetate and water were added. The solution was evaporated and ethyl acetate and water were added. The layers were separated and the ethyl ... Reaction SMILES: [Cl:1][C:2]1[CH:3]=[CH:4][C:5]([NH:8][C:9]([CH2:11][N:12]2[C:16]3[CH:17]=[C:18]([C:21]([OH:23])=[O:22])[CH:19]=[CH:20][C:15]=3[N:14]=[C:13]2[C:24](=[O:35])NC2CCN(C(C)C)CC2)=[O:10])=[N:6][CH:7]=1.CNCC[OH:40]>>[Cl:1][C:2]1[CH:3]=[CH:4][C:5]([NH:8][C:9]([CH2:11][N:12]2[C:16]3[CH:17]=[C:18]([C:21]([OH:23])=[O:22])[CH:19]=[CH:20][C:15]=3[N:14]=[C:13]2[C:24]([OH:35])=[O:40])=[O:10])=[N:6][CH:7]=1. Reactants: ClC=1C=CC(=NC1)NC(=O)CN1C(=NC2=C1C=C(C=C2)C(=O)O)C(NC2CCN(CC2)C(C)C)=O (3-[(5-chloro-pyridin-2-ylcarbamoyl)-methyl]-2-(1-isopropyl-piperidin-4-ylcarbamoyl)-3H-benzoimidazole-5-carboxylic acid), CNCCO (N-methyl-2-aminoethanol). Product: 5-[(2-hydroxy-ethyl)-methyl-amide]2-[(1-isopropyl-piperidin-4-yl)-amide]3-[(5-Chloro-pyridin-2-ylcarbamoyl)-methyl]-3H-benzoimidazole-2,5-dicarboxylic acid 5-[(2-hydroxy-ethyl)-methyl-amide]2-[(1-isopropyl-piperidin-4-yl)-amide], ClC=1C=CC(=NC1)NC(=O)CN1C(=NC2=C1C=C(C=C2)C(=O)O)C(=O)O (3-[(5-Chloro-pyridin-2-ylcarbamoyl)-methyl]-3H-benzoimidazole-2,5-dicarboxylic acid). Reported procedure: 5-[(2-hydroxy-ethyl)-methyl-amide]2-[(1-isopropyl-piperidin-4-yl)-amide]3-[(5-Chloro-pyridin-2-ylcarbamoyl)-methyl]-3H-benzoimidazole-2,5-dicarboxylic acid 5-[(2-hydroxy-ethyl)-methyl-amide]2-[(1-isopropyl-piperidin-4-yl)-amide] was prepared by a procedure according to example 22 starting from 50 mg (0.10 mmol) 3-[(5-chloro-pyridin-2-ylcarbamoyl)-methyl]-2-(1-isopropyl-piperidin-4-ylcarbamoyl)-3H-benzoimidazole-5-carboxylic acid and 8.3 mg (0.11 mmol) N-methyl-2-aminoethanol. The title compound ... Starting materials: COC1CCC(CC1)C1C(OCC1)=O (3-(4-methoxycyclohexyl)-dihydro-furan-2-one), [OH-].[NH4+] (ammonium hydroxide), steel. Solvent: C(C)O (ethanol). The product is COC1CCC(CC1)C1C(NCC1)=O (3-(4-methoxycyclohexyl)-pyrrolidin-2-one). Reaction SMILES: [CH3:1][O:2][CH:3]1[CH2:8][CH2:7][CH:6]([CH:9]2[CH2:13][CH2:12][O:11][C:10]2=O)[CH2:5][CH2:4]1.[OH-].[NH4+:16]>C(O)C>[CH3:1][O:2][CH:3]1[CH2:8][CH2:7][CH:6]([CH:9]2[CH2:13][CH2:12][NH:16][C:10]2=[O:11])[CH2:5][CH2:4]1 |f:1.2|. Reported procedure: Heat a mixture of 3-(4-methoxycyclohexyl)-dihydro-furan-2-one (0.91 g), ammonium hydroxide (20 mL) and ethanol (20 mL) at 230° C. in a sealed steel bottle for 12 hours. Cool the reaction and remove the solvent in vacuo. Partition the residue with ethyl acetate (100 mL) and HCl (1N, 60 mL). Dry the organic over sodium sulfate. After filtration and concentration, recrystallize with 1:3 ethyl acetate:hexane to afford 0.71 gram of the title compound. Starting materials: CCOC(CN)OCC, CCO, Cl, CCOC(=N)c1ccc(-c2ccc([N+](=O)[O-])cc2)o1. Yields the product Cl, CCOC(CNC(=N)c1ccc(-c2ccc([N+](=O)[O-])cc2)o1)OCC. As a reaction SMILES: [CH2:21]([CH3:22])[O:23][CH:24]([CH2:25][NH2:26])[O:27][CH2:28][CH3:29].[CH3:30][CH2:31][OH:32].[ClH:1].[N+:2](=[O:3])([O-:4])[c:5]1[cH:6][cH:7][c:8](-[c:11]2[cH:12][cH:13][c:14]([C:16]([O:17][CH2:18][CH3:19])=[NH:20])[o:15]2)[cH:9][cH:10]1>>[ClH:1].[N+:2](=[O:3])([O-:4])[c:5]1[cH:6][cH:7][c:8](-[c:11]2[cH:12][cH:13][c:14]([C:16](=[NH:20])[NH:26][CH2:25][CH:24]([O:23][CH2:21][CH3:22])[O:27][CH2:28][CH3:29])[o:15]2)[cH:9][cH:10]1. The reactants are Cl (hydrogen chloride), CC(C[C@@H](C(=O)N1CCN(CC1)C1=NC=CC=C1)NC(OC(C)(C)C)=O)C (tert-butyl (s)-3-methyl-1-[4-(2-pyridyl)piperazine-1-yl carbonyl]-butylcarbamate). The solvent is C(C)(=O)OCC (ethyl acetate). Reaction conditions: time 30 minute. Product: N[C@@H](CC(C)C)C(=O)N1CCN(CC1)C1=NC=CC=C1 (1-L-leucyl-4-(2-pyridyl)piperazine). Yield: 78.0%. RXN SMILES: Cl.[CH3:2][CH:3]([CH3:28])[CH2:4][C@H:5]([NH:20]C(=O)OC(C)(C)C)[C:6]([N:8]1[CH2:13][CH2:12][N:11]([C:14]2[CH:19]=[CH:18][CH:17]=[CH:16][N:15]=2)[CH2:10][CH2:9]1)=[O:7]>C(OCC)(=O)C>[NH2:20][C@H:5]([C:6]([N:8]1[CH2:9][CH2:10][N:11]([C:14]2[CH:19]=[CH:18][CH:17]=[CH:16][N:15]=2)[CH2:12][CH2:13]1)=[O:7])[CH2:4][CH:3]([CH3:2])[CH3:28]. Procedure details: Under cooling with ice, hydrogen chloride gas was fed and saturated into ethyl acetate (200 ml), and tert-butyl (s)-3-methyl-1-[4-(2-pyridyl)piperazine-1-yl carbonyl]-butylcarbamate (16.0 g) obtained above was added gradually. The mixture was stirred for 30 minutes. The solvent and hydrogen chloride was removed by distillation under reduced pressure, and 200 ml of water was added to the white powder thus obtained to dissolve the powder therein. After washing with ethyl acetate, an aqueous sodium... The reactants are Cl.C1C(CCC2=CC=CC=C12)NCC(COC=1C=CC=C2COC(=O)C12)O (N-(1,2,3,4-tetrahydronaphth-2-yl)-2-hydroxy-3-phtalid-7-yloxypropanamine hydrochloride). The solvent is C(C)O (ethanol). The product is NC1CC2=CC=CC=C2CC1 (2-aminotetralin). RXN SMILES: Cl.[CH2:2]1[C:11]2[C:6](=[CH:7][CH:8]=[CH:9][CH:10]=2)[CH2:5][CH2:4][CH:3]1[NH:12]CC(O)COC1C=CC=C2C=1C(=O)OC2>C(O)C>[NH2:12][CH:3]1[CH2:4][CH2:5][C:6]2[C:11](=[CH:10][CH:9]=[CH:8][CH:7]=2)[CH2:2]1 |f:0.1|. Procedure details: Following the procedure described in Example 27, but starting from 7-(2,3-epoxypropoxy)phtalide (20.6 g), obtained from 7-hydroxyphtalide and epichlorohydrin according to the teaching of Belgian Patent 815,745, and 2-aminotetralin (14.81 g) in absolute ethanol (125 ml), N-(1,2,3,4-tetrahydronaphth-2-yl)-2-hydroxy-3-phtalid-7-yloxypropanamine hydrochloride is obtained ((iF): L"=H, E" and G" taken together, form a group --CO--O--CH2 --, R=H, and the chain is attached to position 2 of the tetralin ... Reactants: Cl(=O)(=O)(=O)O (perchloric acid), COC=C(C(F)(F)F)C1=CC=C(C=C1)C(F)(F)F (2-(4-trifluoromethylphenyl)-3,3,3-trifluoropropenyl methyl ether), ice water. Run in C(C)OCC (diethyl ether). Run at time 14 hour. Yields the product FC(C1=CC=C(C=C1)C(C=O)C(F)(F)F)(F)F (2-(4-trifluoromethylphenyl)-3,3,3-trifluoropropanal). Isolated yield 36.3%. RXN SMILES: Cl(O)(=O)(=O)=O.C[O:7][CH:8]=[C:9]([C:14]1[CH:19]=[CH:18][C:17]([C:20]([F:23])([F:22])[F:21])=[CH:16][CH:15]=1)[C:10]([F:13])([F:12])[F:11]>C(OCC)C>[F:21][C:20]([F:22])([F:23])[C:17]1[CH:18]=[CH:19][C:14]([CH:9]([C:10]([F:13])([F:12])[F:11])[CH:8]=[O:7])=[CH:15][CH:16]=1. Procedure details: Under a nitrogen atmosphere, 10 ml of 70% perchloric acid was added to a solution of 6.1 g of 2-(4-trifluoromethylphenyl)-3,3,3-trifluoropropenyl methyl ether in 20 ml of diethyl ether at 0° to 5° C. The reaction solution was stirred at room temperature for 14 hours. The reaction mixture was poured into ice water and extracted twice with diethyl ether. The ether layers were combined and washed with saturated sodium bisulfate solution and saturated sodium chloride solution successively and dried ... The reactants are C(C1=CC=CC=C1)Br (Benzyl bromide), O1C(=CC=C1)C(=O)NNC(C)(C)C (1-furoyl-2-t-butyl hydrazine), C([O-])([O-])=O.[K+].[K+] (potassium carbonate). Solvent: CN(C=O)C (dimethylformamide), C(C)OCC (diethyl ether). The product is C(C)(C)(C)N(NC(=O)C=1OC=CC1)CC1=CC=CC=C1 (N'-t-butyl-N-furoyl-N'-benzylhydrazine). Reaction SMILES: [CH2:1](Br)[C:2]1[CH:7]=[CH:6][CH:5]=[CH:4][CH:3]=1.[O:9]1[CH:13]=[CH:12][CH:11]=[C:10]1[C:14]([NH:16][NH:17][C:18]([CH3:21])([CH3:20])[CH3:19])=[O:15].C(=O)([O-])[O-].[K+].[K+]>CN(C)C=O.C(OCC)C>[C:18]([N:17]([CH2:1][C:2]1[CH:7]=[CH:6][CH:5]=[CH:4][CH:3]=1)[NH:16][C:14]([C:10]1[O:9][CH:13]=[CH:12][CH:11]=1)=[O:15])([CH3:21])([CH3:19])[CH3:20] |f:2.3.4|. Reported procedure: Benzyl bromide (1.8 g), 1-furoyl-2-t-butyl hydrazine (2 g) and excess powdered potassium carbonate were stirred in dimethylformamide (50 ml) at 50° C. for 2 hours. The reaction mixture was cooled to room temperature, diluted with diethyl ether and washed several times with water. The organic layer was dried over magnesium sulfate, filtered, and the solvent removed in vacuo. The white solid product was chromatographed on silica gel (G:70-230 mesh) using methylene chloride as eluent to afford the ... Reactants: CO, O=C1OC(O)c2cccc(O)c21, O=S(=O)(O)O. Yields the product COC1OC(=O)c2c(O)cccc21. As a reaction SMILES: [CH3:18][OH:19].[OH:6][CH:7]1[O:8][C:9](=[O:10])[c:11]2[c:12]([OH:17])[cH:13][cH:14][cH:15][c:16]21.[S:1](=[O:2])(=[O:3])([OH:4])[OH:5]>>[O:6]([CH:7]1[O:8][C:9](=[O:10])[c:11]2[c:12]([OH:17])[cH:13][cH:14][cH:15][c:16]21)[CH3:18].